This data is from the Open Reaction Database (ORD), a public repository of structured organic reaction records. The task is: describe an organic reaction: reactants, conditions, products, and yield The reactants are CC(=O)OI1(C=2C=CC=CC2C(=O)O1)(OC(=O)C)OC(=O)C (Dess-Martin periodinane), FC1=C(C=CC=C1)C=1C=NC(=NC1)N1C=C(C2=CC=C(C=C12)C(=O)N1CCOCC1)C(C)O ((1-(5-(2-Fluorophenyl)pyrimidin-2-yl)-3-(1-hydroxyethyl)-1H-indol-6-yl)(morpholino)-methanone). The solvent is ClCCl (dichloromethane). Run at time 2 hour. Product: FC1=C(C=CC=C1)C=1C=NC(=NC1)N1C=C(C2=CC=C(C=C12)C(=O)N1CCOCC1)C(C)=O (1-(1-(5-(2-Fluorophenyl)pyrimidin-2-yl)-6-(morpholine-4-carbonyl)-1H-indol-3-yl) ethanone). As a reaction SMILES: CC(OI1(OC(C)=O)(OC(C)=O)OC(=O)C2C=CC=CC1=2)=O.[F:23][C:24]1[CH:29]=[CH:28][CH:27]=[CH:26][C:25]=1[C:30]1[CH:31]=[N:32][C:33]([N:36]2[C:44]3[C:39](=[CH:40][CH:41]=[C:42]([C:45]([N:47]4[CH2:52][CH2:51][O:50][CH2:49][CH2:48]4)=[O:46])[CH:43]=3)[C:38]([CH:53]([OH:55])[CH3:54])=[CH:37]2)=[N:34][CH:35]=1>ClCCl>[F:23][C:24]1[CH:29]=[CH:28][CH:27]=[CH:26][C:25]=1[C:30]1[CH:35]=[N:34][C:33]([N:36]2[C:44]3[C:39](=[CH:40][CH:41]=[C:42]([C:45]([N:47]4[CH2:48][CH2:49][O:50][CH2:51][CH2:52]4)=[O:46])[CH:43]=3)[C:38]([C:53](=[O:55])[CH3:54])=[CH:37]2)=[N:32][CH:31]=1. Procedure details: Dess-Martin periodinane reagent (437 mg, 1.008 mmol, 1.5 eq) was added at 0° C. to a stirred solution of (1-(5-(2-fluorophenyl)pyrimidin-2-yl)-3-(1-hydroxyethyl)-1H-indol-6-yl)(morpholino)methanone (synthesis example 28, 300 mg, 0.672 mmol, 1.0 eq) in dichloromethane (10 mL). Stirring was continued for 2 h at room temperature and the reaction mixture was then filtered through a bed of celite. The celite was washed with dichloromethane (10 mL) and the filtrate was dried over anhydrous sodium sulf... Reactants: FC(S(=O)(=O)OC1=NC2=C(C=CC=C2C=C1)C(CO)N(CC)CC)(F)F (2-trifluoromethanesulfonyloxy-8-(1-diethylamino-2-hydroxyethyl)quinoline), C1(=CC=CC=C1)C (toluene), C1(=CC=CC=C1)B(O)O (phenylboronic acid), C([O-])([O-])=O.[K+].[K+] (potassium carbonate). Reagents/catalysts: C=1C=CC(=CC1)[P](C=2C=CC=CC2)(C=3C=CC=CC3)[Pd]([P](C=4C=CC=CC4)(C=5C=CC=CC5)C=6C=CC=CC6)([P](C=7C=CC=CC7)(C=8C=CC=CC8)C=9C=CC=CC9)[P](C=1C=CC=CC1)(C=1C=CC=CC1)C=1C=CC=CC1 (tetrakis(triphenylphosphine)palladium). The solvent is O (water). Run at temperature 90 celsius. The product is C1(=CC=CC=C1)C1=NC2=C(C=CC=C2C=C1)C(CO)N(CC)CC (2-phenyl-8-(1-diethylamino-2-hydroxyethyl)quinoline). Yield: 49.0%. RXN SMILES: FC(F)(F)S(O[C:7]1[CH:16]=[CH:15][C:14]2[C:9](=[C:10]([CH:17]([N:20]([CH2:23][CH3:24])[CH2:21][CH3:22])[CH2:18][OH:19])[CH:11]=[CH:12][CH:13]=2)[N:8]=1)(=O)=O.[C:27]1(C)[CH:32]=[CH:31][CH:30]=[CH:29][CH:28]=1.C1(B(O)O)C=CC=CC=1.C(=O)([O-])[O-].[K+].[K+]>C1C=CC([P]([Pd]([P](C2C=CC=CC=2)(C2C=CC=CC=2)C2C=CC=CC=2)([P](C2C=CC=CC=2)(C2C=CC=CC=2)C2C=CC=CC=2)[P](C2C=CC=CC=2)(C2C=CC=CC=2)C2C=CC=CC=2)(C2C=CC=CC=2)C2C=CC=CC=2)=CC=1.O>[C:27]1([C:7]2[CH:16]=[CH:15][C:14]3[C:9](=[C:10]([CH:17]([N:20]([CH2:23][CH3:24])[CH2:21][CH3:22])[CH2:18][OH:19])[CH:11]=[CH:12][CH:13]=3)[N:8]=2)[CH:32]=[CH:31][CH:30]=[CH:29][CH:28]=1 |f:3.4.5,^1:52,54,73,92|. Procedure: 0.1 g (0.254 mmol) of 2-trifluoromethanesulfonyloxy-8-(1-diethylamino-2-hydroxyethyl)quinoline, 3 ml of toluene, 62 mg (0.51 mmol) of of phenylboronic acid, 53 mg (0.38 mmol) of potassium carbonate and 17.6 mg (0.0152 mmol) of tetrakis(triphenylphosphine)palladium are placed in a 20 ml three-necked flask. The mixture is heated with an oil bath at 90° C. for 2 h and 10 ml of water are added. Extraction is carried out with ethyl acetate and the organic phases are combined, dried over magnesium sul...